From a dataset of the Open Reaction Database (ORD), a public repository of structured organic reaction records. describe an organic reaction: reactants, conditions, products, and yield Reactants: CNC(CCNC)N=C=NCC (1,3-dimethylaminopropyl-3-ethyl carbodiimide), [N+](=O)([O-])C=1C=C(C(=O)O)C=CC1 (meta-nitrobenzoic acid), N1CCCC1 (pyrrolidine), OC1=CC=CC=2NN=NC21 (hydroxybenzotriazole), C(C)(C)NC(C)C (diisopropylamine). The product is [N+](=O)([O-])C=1C=C(C=CC1)CC(=O)N1CCCC1 (1-[(3-nitrophenyl)acetyl]pyrrolidine). Run at time 15 hour. As a reaction SMILES: [N+:1]([C:4]1[CH:5]=[C:6]([CH:10]=[CH:11][CH:12]=1)[C:7](O)=O)([O-:3])=[O:2].[NH:13]1[CH2:17][CH2:16][CH2:15][CH2:14]1.[OH:18][C:19]1C2N=NNC=2C=CC=1.CNC(N=C=NCC)CCNC.C(NC(C)C)(C)C>ClCCl>[N+:1]([C:4]1[CH:5]=[C:6]([CH2:7][C:19]([N:13]2[CH2:17][CH2:16][CH2:15][CH2:14]2)=[O:18])[CH:10]=[CH:11][CH:12]=1)([O-:3])=[O:2]. Procedure: To a solution of 1.98 g of meta-nitrobenzoic acid in 50 mL of dichloromethane are successively added under argon, at 0° C., 0.81 mL of pyrrolidine, 0.13 g of hydroxybenzotriazole, 2.3 g of 1,3-dimethylaminopropyl-3-ethyl carbodiimide and 3.43 mL of diisopropylamine. The reaction mixture is then stirred at room temperature for 15 hours and washed with water. The organic phase is then washed with saturated sodium chloride solution, dried over magnesium sulphate, filtered and concentrated under red... The solvent is ClCCl (dichloromethane). Product: O(C1=CC=CC=C1)CC1=CC=C(C=C1)N=C=O (4-phenoxymethylphenyl isocyanate). Procedure details: A solution of 4-phenoxymethylaniline (10 g) in toluene (100 ml) was added dropwise to a solution of phosgene (20 g) in toluene (100 ml) at 10° to 20° C. The mixture was gradually heated and refluxed for 30 minutes. Thereafter, the reaction mixture was cooled to room temperature, and the solvent was evaporated under reduced pressure to give 7 g of 4-phenoxymethylphenyl isocyanate. M.P., 56°-57° C. Reactants: O(C1=CC=CC=C1)CC1=CC=C(N)C=C1 (4-phenoxymethylaniline), C(=O)(Cl)Cl (phosgene). Run in C1(=CC=CC=C1)C (toluene), C1(=CC=CC=C1)C (toluene). Reaction SMILES: [O:1]([CH2:8][C:9]1[CH:15]=[CH:14][C:12]([NH2:13])=[CH:11][CH:10]=1)[C:2]1[CH:7]=[CH:6][CH:5]=[CH:4][CH:3]=1.[C:16](Cl)(Cl)=[O:17]>C1(C)C=CC=CC=1>[O:1]([CH2:8][C:9]1[CH:10]=[CH:11][C:12]([N:13]=[C:16]=[O:17])=[CH:14][CH:15]=1)[C:2]1[CH:3]=[CH:4][CH:5]=[CH:6][CH:7]=1. Yield: 61.9%. Reactants: CC1=CC=C(O1)CCCC#N (4-(5-methyl-2-furyl)-butane nitrile), C(C)I (ethyl iodide), C(C)[N-]CC.[Li+] (lithium diethyl amide), [Li] (lithium), C(C)NCC (diethyl amine). Solvent: CCOCC (ether), O1CCCC1 (tetrahydrofurane), C1=CC=CC=C1.CN(P(N(C)C)(N(C)C)=O)C (benzene hexamethyl phosphoric acid triamide), O (water). Reaction conditions: temperature -70 celsius, time 1 hour. The product is C(C)C(C#N)CCC=1OC(=CC1)C (2-Ethyl-4-(5-methyl-2-furyl)-butane nitrile). Yield: 58.0%. As a reaction SMILES: [CH2:1]([N-]CC)[CH3:2].[Li+].[Li].C(NCC)C.[CH3:13][C:14]1[O:18][C:17]([CH2:19][CH2:20][CH2:21][C:22]#[N:23])=[CH:16][CH:15]=1.C(I)C>C1C=CC=CC=1.CN(C)P(=O)(N(C)C)N(C)C.O.CCOCC.O1CCCC1>[CH2:1]([CH:21]([CH2:20][CH2:19][C:17]1[O:18][C:14]([CH3:13])=[CH:15][CH:16]=1)[C:22]#[N:23])[CH3:2] |f:0.1,6.7,^1:6|. Procedure: A solution of lithium diethyl amide prepared from 0.7 g (0.1 mol) lithium and 7.3 g (0.1 mol) diethyl amine in 44 ml benzene/hexamethyl phosphoric acid triamide 1:1 (2 hours at 25° C.) was added dropwise under nitrogen to a mixture which had been cooled down to -70° C. of 14.9 g (0.1 mol) 4-(5-methyl-2-furyl)-butane nitrile, 15.6 g (0.1 mol) ethyl iodide, 20 ml dry tetrahydrofurane and 140 ml dry ether. The mixture obtained was stirred for one hour at -70° C., was slowly heated up to 10° C. and ... Starting materials: NC=1SC=C(N1)C=1SC(=CC1)CNC(C)=O (2-amino-4-(5-acetylaminomethyl-2-thienyl]thiazole), BrBr (bromine). The solvent is C(C)(=O)O (acetic acid), C(C)(=O)O (acetic acid). Reaction conditions: time 15 minute. The product is Br.NC=1SC(=C(N1)C=1SC(=CC1)CNC(C)=O)Br (2-amino-4-(5-acetylaminomethyl-2-thienyl)-5-bromothiazole hydrobromide). Reaction SMILES: [NH2:1][C:2]1[S:3][CH:4]=[C:5]([C:7]2[S:8][C:9]([CH2:12][NH:13][C:14](=[O:16])[CH3:15])=[CH:10][CH:11]=2)[N:6]=1.[Br:17]Br>C(O)(=O)C>[BrH:17].[NH2:1][C:2]1[S:3][C:4]([Br:17])=[C:5]([C:7]2[S:8][C:9]([CH2:12][NH:13][C:14](=[O:16])[CH3:15])=[CH:10][CH:11]=2)[N:6]=1 |f:3.4|. Procedure details: To a solution of 2.0 g of 2-amino-4-(5-acetylaminomethyl-2-thienyl]thiazole in 50 ml of acetic acid is added dropwise a solution of 1.44 g of bromine in 10 ml of acetic acid with stirring at room temperature for 15 minutes. After the whole mixture is stirred for an hour, the precipitated crystals are collected by filtration and washed with ether to give 2-amino-4-(5-acetylaminomethyl-2-thienyl)-5-bromothiazole hydrobromide, melting at 185° C.-186° C. with decomposition. Starting materials: N1(CCCCC1)CC=1C=C(OCCCNC(=S)NN)C=CC1 (N-[3-[3-(1-piperidinylmethyl)phenoxy]propyl]hydrazine carbothioamide), C1(CCCCC1)N=C=S (cyclohexylisothiocyanate). RXN SMILES: [N:1]1([CH2:7][C:8]2[CH:9]=[C:10]([CH:20]=[CH:21][CH:22]=2)[O:11][CH2:12][CH2:13][CH2:14][NH:15][C:16]([NH:18][NH2:19])=[S:17])[CH2:6][CH2:5][CH2:4][CH2:3][CH2:2]1.[CH:23]1([N:29]=[C:30]=[S:31])[CH2:28][CH2:27][CH2:26][CH2:25][CH2:24]1>>[CH:23]1([NH:29][C:30]([NH:19][NH:18][C:16](=[S:17])[NH:15][CH2:14][CH2:13][CH2:12][O:11][C:10]2[CH:20]=[CH:21][CH:22]=[C:8]([CH2:7][N:1]3[CH2:6][CH2:5][CH2:4][CH2:3][CH2:2]3)[CH:9]=2)=[S:31])[CH2:28][CH2:27][CH2:26][CH2:25][CH2:24]1. Yields the product C1(CCCCC1)NC(=S)NNC(NCCCOC1=CC(=CC=C1)CN1CCCCC1)=S (N-Cyclohexyl-N'-[3-[3-(1-piperidinylmethyl)phenoxy]propyl]1,2-hydrazine dicarbothioamide). Reported procedure: The compound is prepared by a method analogous to that of Example 5 from N-[3-[3-(1-piperidinylmethyl)phenoxy]propyl]hydrazine carbothioamide and cyclohexylisothiocyanate. The analytical values are summarized in Table I. Reactants: C(C1=CC=CC=C1)OC1=NC=C(C(=C1)OCC)I (2-(benzyloxy)-4-ethoxy-5-iodopyridine), [Si](C)(C)(C(C)(C)C)OCC(CC1=C(C=C(C=C1)NC(CC1=CC(=C(C=C1)B1OC(C(O1)(C)C)(C)C)F)=O)C(F)(F)F)(C)C (N-(4-(3-((tert-butyldimethylsilyl)oxy)-2,2-dimethylpropyl)-3-(trifluoromethyl)phenyl)-2-(3-fluoro-4-(4,4,5,5-tetramethyl-1,3,2-dioxaborolan-2-yl)phenyl)acetamide), C(=O)([O-])[O-].[Cs+].[Cs+] (Cs2CO3). The reagents and catalysts are C1=CC=C(C=C1)P([C-]2C=CC=C2)C3=CC=CC=C3.C1=CC=C(C=C1)P([C-]2C=CC=C2)C3=CC=CC=C3.Cl[Pd]Cl.[Fe+2] (PdCl2(dppf)). Run in O1CCOCC1 (1,4-dioxane), O (water). Reaction conditions: temperature 110 celsius, time 16 hour. The product is C(C1=CC=CC=C1)OC1=CC(=C(C=N1)C1=C(C=C(C=C1)CC(=O)NC1=CC(=C(C=C1)CC(CO[Si](C)(C)C(C)(C)C)(C)C)C(F)(F)F)F)OCC (2-(4-(6-(benzyloxy)-4-ethoxypyridin-3-yl)-3-fluorophenyl)-N-(4-(3-((tert-butyldimethyl silyl)oxy)-2,2-dimethylpropyl)-3-(trifluoromethyl)phenyl)acetamide). Isolated yield 57.8%. RXN SMILES: [CH2:1]([O:8][C:9]1[CH:14]=[C:13]([O:15][CH2:16][CH3:17])[C:12](I)=[CH:11][N:10]=1)[C:2]1[CH:7]=[CH:6][CH:5]=[CH:4][CH:3]=1.[Si:19]([O:26][CH2:27][C:28]([CH3:61])([CH3:60])[CH2:29][C:30]1[CH:35]=[CH:34][C:33]([NH:36][C:37](=[O:55])[CH2:38][C:39]2[CH:44]=[CH:43][C:42](B3OC(C)(C)C(C)(C)O3)=[C:41]([F:54])[CH:40]=2)=[CH:32][C:31]=1[C:56]([F:59])([F:58])[F:57])([C:22]([CH3:25])([CH3:24])[CH3:23])([CH3:21])[CH3:20].C([O-])([O-])=O.[Cs+].[Cs+]>O1CCOCC1.O.C1C=CC(P(C2C=CC=CC=2)[C-]2C=CC=C2)=CC=1.C1C=CC(P(C2C=CC=CC=2)[C-]2C=CC=C2)=CC=1.Cl[Pd]Cl.[Fe+2]>[CH2:1]([O:8][C:9]1[N:10]=[CH:11][C:12]([C:42]2[CH:43]=[CH:44][C:39]([CH2:38][C:37]([NH:36][C:33]3[CH:34]=[CH:35][C:30]([CH2:29][C:28]([CH3:60])([CH3:61])[CH2:27][O:26][Si:19]([C:22]([CH3:25])([CH3:23])[CH3:24])([CH3:21])[CH3:20])=[C:31]([C:56]([F:59])([F:58])[F:57])[CH:32]=3)=[O:55])=[CH:40][C:41]=2[F:54])=[C:13]([O:15][CH2:16][CH3:17])[CH:14]=1)[C:2]1[CH:7]=[CH:6][CH:5]=[CH:4][CH:3]=1 |f:2.3.4,7.8.9.10|. Procedure: To a mixture of 2-(benzyloxy)-4-ethoxy-5-iodopyridine (3.2 g, 9.01 mmol) in 1,4-dioxane (60 mL) and water (20 mL) was added N-(4-(3-((tert-butyldimethylsilyl)oxy)-2,2-dimethylpropyl)-3-(trifluoromethyl)phenyl)-2-(3-fluoro-4-(4,4,5,5-tetramethyl-1,3,2-dioxaborolan-2-yl)phenyl)acetamide (6.18 g, 9.91 mmol), Cs2CO3 (5.87 g, 18.02 mmol) and PdCl2(dppf) (0.659 g, 0.901 mmol). The mixture was stirred under nitrogen at 110° C. for 16 h. Then the reaction residue was filtered and the filtrate was concen... The reactants are CCOCC, [Cl-], Cc1oc(-c2cccc(C(F)(F)F)c2)nc1CCl, OC(c1ccc(NCC(F)(F)F)cc1)(C(F)(F)F)C(F)(F)F, [I-], [NH4+], [Na+], CN(C)C=O. The product is Cc1oc(-c2cccc(C(F)(F)F)c2)nc1CN(CC(F)(F)F)c1ccc(C(O)(C(F)(F)F)C(F)(F)F)cc1. As a reaction SMILES: [CH3:50][CH2:51][O:52][CH2:53][CH3:54].[Cl-:43].[Cl:23][CH2:24][c:25]1[n:26][c:27](-[c:31]2[cH:32][c:33]([C:37]([F:38])([F:39])[F:40])[cH:34][cH:35][cH:36]2)[o:28][c:29]1[CH3:30].[F:1][C:2]([C:3]([C:4]([F:5])([F:6])[F:7])([OH:8])[c:9]1[cH:10][cH:11][c:12]([NH:15][CH2:16][C:17]([F:18])([F:19])[F:20])[cH:13][cH:14]1)([F:21])[F:22].[I-:41].[NH4+:44].[Na+:42].[O:45]=[CH:46][N:47]([CH3:48])[CH3:49]>>[F:1][C:2]([C:3]([C:4]([F:5])([F:6])[F:7])([OH:8])[c:9]1[cH:10][cH:11][c:12]([N:15]([CH2:16][C:17]([F:18])([F:19])[F:20])[CH2:24][c:25]2[n:26][c:27](-[c:31]3[cH:32][c:33]([C:37]([F:38])([F:39])[F:40])[cH:34][cH:35][cH:36]3)[o:28][c:29]2[CH3:30])[cH:13][cH:14]1)([F:21])[F:22].